Dataset: the Open Reaction Database (ORD), a public repository of structured organic reaction records. Task: describe an organic reaction: reactants, conditions, products, and yield Reactants: C(C)(=O)N[C@H](COC1=C(C(=C(C=N1)NC(OC(C)(C)C)=O)O)F)C (tert-butyl (6-(((2S)-2-acetamidopropyl)oxy)-5-fluoro-4-hydroxypyridin-3-yl)carbamate), Cl.C(C)(=O)OCC (hydrogen chloride ethyl acetate), C(C)(=O)OCC (ethyl acetate). Run at time 8 hour. The product is C(C)(=O)N[C@H](COC1=C(C(=C(C=N1)NC(=O)C1=NC=C(C=C1)OCC1=CC=CC=C1)O)F)C (N-(6-(((2S)-2-acetamidopropyl)oxy)-5-fluoro-4-hydroxypyridin-3-yl)-5-(benzyloxy)pyridine-2-carboxamide). Reaction SMILES: [C:1]([NH:4][C@@H:5]([CH3:24])[CH2:6][O:7][C:8]1[N:13]=[CH:12][C:11]([NH:14][C:15](=[O:21])OC(C)(C)C)=[C:10]([OH:22])[C:9]=1[F:23])(=[O:3])[CH3:2].Cl.[C:26]([O:29][CH2:30][CH3:31])(=O)[CH3:27].C(O[CH2:36][CH3:37])(=O)C>>[C:1]([NH:4][C@@H:5]([CH3:24])[CH2:6][O:7][C:8]1[N:13]=[CH:12][C:11]([NH:14][C:15]([C:12]2[CH:11]=[CH:10][C:26]([O:29][CH2:30][C:31]3[CH:37]=[CH:36][CH:24]=[CH:5][CH:6]=3)=[CH:27][N:13]=2)=[O:21])=[C:10]([OH:22])[C:9]=1[F:23])(=[O:3])[CH3:2] |f:1.2|. Reported procedure: A mixture of tert-butyl (6-(((2S)-2-acetamidopropyl)oxy)-5-fluoro-4-hydroxypyridin-3-yl)carbamate (453 mg), 4M hydrogen chloride/ethyl acetate (15 mL) and ethyl acetate (5 mL) was stirred at room temperature overnight. The reaction mixture was concentrated under reduced pressure. Using the obtained residue and 5-(benzyloxy)pyridine-2-carboxylic acid, and in the same manner as in Step D of Example 83 and Step B of Example 123, the title compound was obtained. Reactants: COC(=O)c1cccc(CBr)c1, O=Cc1cccc(CBr)c1, CCN(CC=CC#CC(C)(C)C)Cc1cccc(C(=O)OC)c1, ClCc1cccc(CCl)c1. The product is CCN(CC=CC#CC(C)(C)C)Cc1cccc(CCl)c1. RXN SMILES: [Br:1][CH2:2][c:3]1[cH:4][c:5]([C:9]([O:10][CH3:11])=[O:12])[cH:6][cH:7][cH:8]1.[Br:23][CH2:24][c:25]1[cH:26][c:27]([CH:31]=[O:32])[cH:28][cH:29][cH:30]1.[CH2:33]([CH3:34])[N:35]([CH2:36][CH:37]=[CH:38][C:39]#[C:40][C:41]([CH3:42])([CH3:43])[CH3:44])[CH2:45][c:46]1[cH:47][c:48]([C:52]([O:53][CH3:54])=[O:55])[cH:49][cH:50][cH:51]1.[Cl:13][CH2:14][c:15]1[cH:16][c:17]([CH2:21][Cl:22])[cH:18][cH:19][cH:20]1>>[CH2:14]([c:15]1[cH:16][c:17]([CH2:21][Cl:22])[cH:18][cH:19][cH:20]1)[N:35]([CH2:33][CH3:34])[CH2:36][CH:37]=[CH:38][C:39]#[C:40][C:41]([CH3:42])([CH3:43])[CH3:44]. Reactants: ClC=1C=C2C=C(NC2=CC1)CCCCCC (5-Chloro-2-hexyl-1H-indole), [OH-].[K+] (KOH), IC (iodomethane). The solvent is CS(=O)C (DMSO). Reaction conditions: time 30 minute. Product: ClC=1C=C2C=C(N(C2=CC1)C)CCCCCC (5-Chloro-2-hexyl-1-methyl-1H-indole). As a reaction SMILES: [Cl:1][C:2]1[CH:3]=[C:4]2[C:8](=[CH:9][CH:10]=1)[NH:7][C:6]([CH2:11][CH2:12][CH2:13][CH2:14][CH2:15][CH3:16])=[CH:5]2.[OH-].[K+].I[CH3:20]>CS(C)=O>[Cl:1][C:2]1[CH:3]=[C:4]2[C:8](=[CH:9][CH:10]=1)[N:7]([CH3:20])[C:6]([CH2:11][CH2:12][CH2:13][CH2:14][CH2:15][CH3:16])=[CH:5]2 |f:1.2|. Procedure: To the solution 5-Chloro-2-hexyl-1H-indole in DMSO was added KOH at RT and was stirred for 30 minutes. Then to this mixture, iodomethane was added and stirred for 3 hours. The reaction was quenched with saturated ammonium chloride solution and extracted with ethyl acetate. The product, 5-Chloro-2-hexyl-1-methyl-1H-indole was purified by column chromatography. Starting materials: N1CCC(CC1)N1N=CC(=C1)C1=CC=2N(N=C1)C(=CN2)C=2C=C(C=CC2)NC(=O)NCC(F)(F)F (N-{3-[7-(1-piperidin-4-yl-1H-pyrazol-4-yl)imidazo[1,2-b]pyridazin-3-yl]phenyl}-N′-(2,2,2-trifluoroethyl)urea), N1(CCCC1)C(=O)Cl (1-pyrrolidinecarbonyl chloride). Yields the product N1(CCCC1)C(=O)N1CCC(CC1)N1N=CC(=C1)C1=CC=2N(N=C1)C(=CN2)C=2C=C(C=CC2)NC(=O)NCC(F)(F)F (N-[3-(7-{1-[1-(Pyrrolidin-1-ylcarbonyl)piperidin-4-yl]-1H-pyrazol-4-yl}imidazo[1,2-b]pyridazin-3-yl)phenyl]-N′-(2,2,2-trifluoroethyl)urea). Reaction SMILES: [NH:1]1[CH2:6][CH2:5][CH:4]([N:7]2[CH:11]=[C:10]([C:12]3[CH:17]=[N:16][N:15]4[C:18]([C:21]5[CH:22]=[C:23]([NH:27][C:28]([NH:30][CH2:31][C:32]([F:35])([F:34])[F:33])=[O:29])[CH:24]=[CH:25][CH:26]=5)=[CH:19][N:20]=[C:14]4[CH:13]=3)[CH:9]=[N:8]2)[CH2:3][CH2:2]1.[N:36]1([C:41](Cl)=[O:42])[CH2:40][CH2:39][CH2:38][CH2:37]1>>[N:36]1([C:41]([N:1]2[CH2:6][CH2:5][CH:4]([N:7]3[CH:11]=[C:10]([C:12]4[CH:17]=[N:16][N:15]5[C:18]([C:21]6[CH:22]=[C:23]([NH:27][C:28]([NH:30][CH2:31][C:32]([F:33])([F:35])[F:34])=[O:29])[CH:24]=[CH:25][CH:26]=6)=[CH:19][N:20]=[C:14]5[CH:13]=4)[CH:9]=[N:8]3)[CH2:3][CH2:2]2)=[O:42])[CH2:40][CH2:39][CH2:38][CH2:37]1. Procedure details: This compound was prepared by using procedures analogous to those described for the synthesis of Example 30 (Step 6) starting from N-{3-[7-(1-piperidin-4-yl-1H-pyrazol-4-yl)imidazo[1,2-b]pyridazin-3-yl]phenyl}-N′-(2,2,2-trifluoroethyl)urea and 1-pyrrolidinecarbonyl chloride (Aldrich, Cat. No. 206350). LCMS (M+H)+: m/z=582.3. Reactants: O=C1CN(c2cc3cc(Br)ccc3cc2O)S(=O)(=O)N1, C#CCCC#N. Product: N#CCCC=Cc1ccc2cc(O)c(N3CC(=O)NS3(=O)=O)cc2c1. RXN SMILES: [Br:7][c:8]1[cH:9][cH:10][c:11]2[cH:12][c:13]([OH:26])[c:14]([N:18]3[CH2:19][C:20](=[O:25])[NH:21][S:22]3(=[O:23])=[O:24])[cH:15][c:16]2[cH:17]1.[C:1]([CH2:2][CH2:3][C:4]#[CH:5])#[N:6]>>[C:1]([CH2:2][CH2:3][CH:4]=[CH:5][c:8]1[cH:9][cH:10][c:11]2[cH:12][c:13]([OH:26])[c:14]([N:18]3[CH2:19][C:20](=[O:25])[NH:21][S:22]3(=[O:23])=[O:24])[cH:15][c:16]2[cH:17]1)#[N:6].